Dataset: the Open Reaction Database (ORD), a public repository of structured organic reaction records. Task: describe an organic reaction: reactants, conditions, products, and yield Starting materials: [Al+3], CCCCP(CCCC)CCCC, Cn1ncc(C=O)c1-c1ccc(F)cc1, [H-], [H-], [H-], [H-], [Li+], O=C(N=NC(=O)N1CCCCC1)N1CCCCC1, [Na+], [Na+], C1CCOC1, O, O, O, O, O, O, O, O, O, O, COC(=O)c1ccc(O)cc1, O=S(=O)([O-])[O-]. The product is COC(=O)c1ccc(OCc2cnn(C)c2-c2ccc(F)cc2)cc1. RXN SMILES: [Al+3:17].[CH2:50]([P:51]([CH2:52][CH2:53][CH2:54][CH3:55])[CH2:56][CH2:57][CH2:58][CH3:59])[CH2:60][CH2:61][CH3:62].[F:1][c:2]1[cH:3][cH:4][c:5](-[c:8]2[c:9]([CH:14]=[O:15])[cH:10][n:11][n:12]2[CH3:13])[cH:6][cH:7]1.[H-:16].[H-:19].[H-:20].[H-:21].[Li+:18].[N:63]([C:64]([N:65]1[CH2:66][CH2:67][CH2:68][CH2:69][CH2:70]1)=[O:71])=[N:72][C:73]([N:74]1[CH2:75][CH2:76][CH2:77][CH2:78][CH2:79]1)=[O:80].[Na+:37].[Na+:38].[O:81]1[CH2:82][CH2:83][CH2:84][CH2:85]1.[OH2:22].[OH2:23].[OH2:24].[OH2:25].[OH2:26].[OH2:27].[OH2:28].[OH2:29].[OH2:30].[OH2:31].[OH:39][c:40]1[cH:41][cH:42][c:43]([C:44](=[O:45])[O:46][CH3:47])[cH:48][cH:49]1.[S:32]([O-:33])([O-:34])(=[O:35])=[O:36]>>[F:1][c:2]1[cH:3][cH:4][c:5](-[c:8]2[c:9]([CH2:14][O:15][c:40]3[cH:41][cH:42][c:43]([C:44](=[O:45])[O:46][CH3:47])[cH:48][cH:49]3)[cH:10][n:11][n:12]2[CH3:13])[cH:6][cH:7]1. Reactants: CC1=CC=C(C=C)C=C1 (p-methylstyrene), CC1=CC=C(C=C)C=C1 (p-methylstyrene). Solvent: C=CC1=CC=CC=C1 (styrene), C=CC1=CC=CC=C1 (styrene). Yields the product CC1=CC=C(C=C)C=C1.C=CC1=CC=CC=C1 (p-methylstyrene styrene). RXN SMILES: [CH3:1][C:2]1[CH:9]=[CH:8][C:5]([CH:6]=[CH2:7])=[CH:4][CH:3]=1>C=CC1C=CC=CC=1>[CH3:1][C:2]1[CH:9]=[CH:8][C:5]([CH:6]=[CH2:7])=[CH:4][CH:3]=1.[CH2:7]=[CH:6][C:5]1[CH:8]=[CH:9][CH:2]=[CH:3][CH:4]=1 |f:2.3|. Procedure details: The same procedure as in Preparation Example 1 was repeated except that 250 ml of styrene was replaced with 225 ml of styrene and 25 ml of p-methylstyrene, thereby obtaining 104 g of a syndiotactic p-methylstyrene-styrene copolymer (the content of p-methylstyrene=7 mol). The weight-average molecular weight of this copolymer was 370,000. Starting materials: O=C([O-])[O-], CSCCC(NC(=O)OCc1ccccc1)C(=O)NC1CCC(NC(=O)OC(C)(C)C)CC1CS(=O)(=O)C(C)(C)C, ClCCl, [Cs+], [Cs+], CI, CN(C)C=O. Yields the product CC(C)(C)OC(=O)NC1CCC(N2CCC(NC(=O)OCc3ccccc3)C2=O)C(CS(=O)(=O)C(C)(C)C)C1. RXN SMILES: [C:42](=[O:43])([O-:44])[O-:45].[CH2:1]([c:2]1[cH:3][cH:4][cH:5][cH:6][cH:7]1)[O:8][C:9](=[O:10])[NH:11][CH:12]([C:13](=[O:14])[NH:15][CH:16]1[CH:17]([CH2:30][S:31](=[O:32])(=[O:33])[C:34]([CH3:35])([CH3:36])[CH3:37])[CH2:18][CH:19]([NH:22][C:23]([O:24][C:25]([CH3:26])([CH3:27])[CH3:28])=[O:29])[CH2:20][CH2:21]1)[CH2:38][CH2:39][S:40][CH3:41].[Cl:50][CH2:51][Cl:52].[Cs+:46].[Cs+:47].[I:48][CH3:49].[O:53]=[CH:54][N:55]([CH3:56])[CH3:57]>>[CH2:1]([c:2]1[cH:3][cH:4][cH:5][cH:6][cH:7]1)[O:8][C:9](=[O:10])[NH:11][CH:12]1[C:13](=[O:14])[N:15]([CH:16]2[CH:17]([CH2:30][S:31](=[O:32])(=[O:33])[C:34]([CH3:35])([CH3:36])[CH3:37])[CH2:18][CH:19]([NH:22][C:23]([O:24][C:25]([CH3:26])([CH3:27])[CH3:28])=[O:29])[CH2:20][CH2:21]2)[CH2:39][CH2:38]1.